Dataset: the Open Reaction Database (ORD), a public repository of structured organic reaction records. Task: describe an organic reaction: reactants, conditions, products, and yield Starting materials: COC(C(=CC(N(C)CC1=CC(=C(C=C1)Cl)Cl)=O)O)=O ((3,4-Dichloro-benzyl-methyl-carbamoyl]-2-hydroxy-acrylic acid methyl ester), COC(C(=CC(N(C)CC1=CC(=C(C=C1)Cl)Cl)=O)O)=O ((3,4-Dichloro-benzyl-methyl-carbamoyl]-2-hydroxy-acrylic acid methyl ester), C=O (paraformaldehyde), NCCC(=O)O (β-alanine), ClC=1C=C(CN(C(=O)C=2CN(C(C2O)=O)C)C)C=CC1Cl (4-Hydroxy-1-methyl-5-oxo-2,5-dihydro-1H-pyrrole-3-carboxylic acid (3,4-dichloro-benzyl)-methyl amide). Reaction SMILES: COC(=O)C(O)=CC(=O)N(CC1C=CC(Cl)=C(Cl)C=1)C.C=O.[NH2:23][CH2:24][CH2:25][C:26]([OH:28])=[O:27].[Cl:29][C:30]1[CH:31]=[C:32]([CH:46]=[CH:47][C:48]=1[Cl:49])[CH2:33][N:34]([CH3:45])[C:35]([C:37]1[CH2:38]N(C)[C:40](=[O:43])[C:41]=1[OH:42])=[O:36]>>[Cl:29][C:30]1[CH:31]=[C:32]([CH:46]=[CH:47][C:48]=1[Cl:49])[CH2:33][N:34]([CH3:45])[C:35]([C:37]1[CH2:38][N:23]([CH2:24][CH2:25][C:26]([OH:28])=[O:27])[C:40](=[O:43])[C:41]=1[OH:42])=[O:36]. Isolated yield 25.0%. Product: ClC=1C=C(CN(C(=O)C2=C(C(N(C2)CCC(=O)O)=O)O)C)C=CC1Cl (3-[4-[(3,4-dichloro-benzyl)-methyl-carbamoyl]-3-hydroxy-2-oxo-2,5-dihydro-pyrrol-1-yl]-propionic acid). Procedure: 3-[(3,4-Dichloro-benzyl-methyl-carbamoyl]-2-hydroxy-acrylic acid methyl ester (Compound 12-B) was treated with paraformaldehyde and β-alanine as described in the preparation of Compound 12. The resulting residue was purified by chromatography (YMC Combiprep ODS-A, 30 mm×50 mm, MeOH/H2O/0.1% TFA) to yield the title compound as an amber solid (48.5 mg, 25% yield). Mp=183–184° C. 1H NMR (500 MHz, DMSO) δ: 12.34 (s, 2H), 10.79 (s, 1H), 7.61 (d, 1H, J=8.54), 7.51 (s, 1H), 7.24 (bs, 1H), 4.57 (s, 2H),... Starting materials: C1CC2=NCCCN2C1 (DBN), C1CC2=NCCCN2C1 (DBN), C(=O)(C(F)(F)F)O (TFA), C(=C)OCC (ethyl vinyl ether), C(=O)(C(F)(F)F)O (TFA), O (water), C(=C)OCC (ethyl vinyl ether). The solvent is CCCCCC (Hexane), ClCCl (dichloromethane), C1CCCCC1 (cyclohexane), CCCCC (pentane). Product: CCO/C=C/C(=O)C(F)(F)F (ETFBO). As a reaction SMILES: C1CN2C(=NCCC2)C1.[C:10](O)([C:12]([F:15])([F:14])[F:13])=[O:11].O.[CH:18]([O:20][CH2:21][CH3:22])=[CH2:19]>C1CCCCC1.CCCCC.CCCCCC.ClCCl>[CH3:22][CH2:21][O:20]/[CH:18]=[CH:19]/[C:10]([C:12]([F:15])([F:14])[F:13])=[O:11]. Procedure: To begin with, DBN×TFA was prepared in a 250 ml 3-neck flask with a water-cooled condenser. For this purpose, dichloromethane and DBN were added to the flask, and TFA was added dropwise with stirring. Since the reaction is strongly exothermic, the flask was cooled in a water bath to prevent excessive heating. Subsequently, ethyl vinyl ether was added, and TFAH was added dropwise with stirring. The formulation turned yellow. Subsequently, stirring was continued for 1½ hours at room temperature, a... The reactants are C(N)(=O)[C@@H]1[C@]2(C)[C@@H](CC1)[C@@H]1CC[C@H]3CC=CC[C@]3(C)[C@H]1CC2 (17β-carbamoyl-5α-androst-2-ene), polyphosphate ester. Solvent: C(Cl)(Cl)Cl (chloroform). Product: C(#N)[C@@H]1[C@]2(C)[C@@H](CC1)[C@@H]1CC[C@H]3CC=CC[C@]3(C)[C@H]1CC2 (17β-Cyano-5α-androst-2-ene). The yield is 6.4%. Reaction SMILES: [C:1]([C@H:4]1[CH2:9][CH2:8][C@H:7]2[C@H:10]3[C@H:20]([CH2:21][CH2:22][C@:5]12[CH3:6])[C@:18]1([CH3:19])[C@H:13]([CH2:14][CH:15]=[CH:16][CH2:17]1)[CH2:12][CH2:11]3)(=O)[NH2:2]>C(Cl)(Cl)Cl>[C:1]([C@H:4]1[CH2:9][CH2:8][C@H:7]2[C@H:10]3[C@H:20]([CH2:21][CH2:22][C@:5]12[CH3:6])[C@:18]1([CH3:19])[C@H:13]([CH2:14][CH:15]=[CH:16][CH2:17]1)[CH2:12][CH2:11]3)#[N:2]. Procedure: A solution of 17β-carbamoyl-5α-androst-2-ene (4.33 g.,) and polyphosphate ester (25.0 g.) in chloroform (250 ml.) was refluxed for 16 hours. The residue, after removal of the chloroform, was neutralised by the careful addition of aqueous 10% sodium carbonate (150 ml.) with cooling and extracted with ether. The etheral solution was washed with water, dried (MgSO4) filtered and evaporated to a partly crystalline residue which, after washing with a small portion of ice-cold ether, afforded a crysta... Starting materials: CC#N, CCOC(C)=O, C[Si](C)(C)Cl, COc1nc(F)ccc1F, [I-], [Na+], O. The product is Oc1nc(F)ccc1F. RXN SMILES: [CH3:18][C:19]#[N:20].[CH3:21][CH2:22][O:23][C:24]([CH3:25])=[O:26].[Cl:13][Si:14]([CH3:15])([CH3:16])[CH3:17].[F:1][c:2]1[c:3]([O:9][CH3:10])[n:4][c:5]([F:8])[cH:6][cH:7]1.[I-:12].[Na+:11].[OH2:27]>>[F:1][c:2]1[c:3]([OH:9])[n:4][c:5]([F:8])[cH:6][cH:7]1. Starting materials: C(=O)(Cl)Cl (carbonyl chloride), C(C)C1=NSC(=C1C(=O)OC)C(=O)O (3-ethyl-4-methoxycarbonylisothiazole-5-carboxylic acid), S(=O)(Cl)Cl (thionyl chloride), CN(C=O)C (dimethylformamide). The solvent is C1(=CC=CC=C1)C (toluene). Product: C(C)C1=NSC(=C1C(=O)OC)C(=O)Cl (3-Ethyl-4-methoxycarbonylisothiazole-5-carbonyl chloride). RXN SMILES: [CH2:1]([C:3]1[C:7]([C:8]([O:10][CH3:11])=[O:9])=[C:6]([C:12]([OH:14])=O)[S:5][N:4]=1)[CH3:2].S(Cl)([Cl:17])=O.CN(C)C=O.C(Cl)(Cl)=O>C1(C)C=CC=CC=1>[CH2:1]([C:3]1[C:7]([C:8]([O:10][CH3:11])=[O:9])=[C:6]([C:12]([Cl:17])=[O:14])[S:5][N:4]=1)[CH3:2]. Procedure: 73 g of the carboxylic acid from Example c and 80 g of thionyl chloride in 200 ml of toluene are refluxed in the presence of a little dimethylformamide until the evolution of gas is complete. The crude carbonyl chloride which remains in quantitative yield after evaporation is directly reacted further. The reactants are BrN1C(CCC1=O)=O (N-Bromosuccinimide), C(C)(C)(C)OC(=O)N1C(=CC=C1)C1=NC=C(C(=O)OC)C=C1 (Methyl 6-[1-(t-butoxycarbonyl)-1H-pyrrol-2-yl]nicotinate), O (Water). The solvent is O1CCCC1 (tetrahydrofuran). Reaction conditions: temperature 0 celsius, time 19 hour. Yields the product BrC1=CC=C(N1C(=O)OC(C)(C)C)C1=NC=C(C(=O)OC)C=C1 (Methyl 6-[5-bromo-1-(t-butoxycarbonyl)-1H-pyrrol-2-yl]nicotinate). The yield is 67.7%. Reaction SMILES: [C:1]([O:5][C:6]([N:8]1[CH:12]=[CH:11][CH:10]=[C:9]1[C:13]1[CH:22]=[CH:21][C:16]([C:17]([O:19][CH3:20])=[O:18])=[CH:15][N:14]=1)=[O:7])([CH3:4])([CH3:3])[CH3:2].[Br:23]N1C(=O)CCC1=O.O>O1CCCC1>[Br:23][C:12]1[N:8]([C:6]([O:5][C:1]([CH3:4])([CH3:2])[CH3:3])=[O:7])[C:9]([C:13]2[CH:22]=[CH:21][C:16]([C:17]([O:19][CH3:20])=[O:18])=[CH:15][N:14]=2)=[CH:10][CH:11]=1. Reported procedure: Methyl 6-[1-(t-butoxycarbonyl)-1H-pyrrol-2-yl]nicotinate (835 mg, 2.76 mmol) synthesized in Example (11a) was dissolved in tetrahydrofuran (30 mL), and cooled to 0° C. N-Bromosuccinimide (492 mg, 2.76 mmol) was added, and stirring was carried out at room temperature for 19 hours under nitrogen atmosphere. Water (30 mL) was added, and extraction was carried out with diethyl ether (30 mL). The organic layer was washed with saturated brine, and subsequently dried over anhydrous magnesium sulfate. T... Reactants: NCCCSC=1OC=CN1 (2-(3-aminopropylthio)oxazole), CSC(N)=N (S-methylisothiourea). Product: O1C(=NC=C1)SCCCNC(=N)N (3-(2-Oxazolyl)thiopropylguanidine). As a reaction SMILES: [NH2:1][CH2:2][CH2:3][CH2:4][S:5][C:6]1[O:7][CH:8]=[CH:9][N:10]=1.CS[C:13](=[NH:15])[NH2:14]>>[O:7]1[CH:8]=[CH:9][N:10]=[C:6]1[S:5][CH2:4][CH2:3][CH2:2][NH:1][C:13]([NH2:15])=[NH:14]. Procedure details: Reacting 2-(3-aminopropylthio)oxazole with S-methylisothiourea by the procedure of Example 1 gives the title compound.